From a dataset of the Open Reaction Database (ORD), a public repository of structured organic reaction records. describe an organic reaction: reactants, conditions, products, and yield Procedure: Compound 108 was prepared by the procedure described for the synthesis of compound 104 by replacing 2-cyanoethylamine with 2-(piperazin-1-yl)thiazole. LCMS (+ESI) m/z=545.3 [M+H]+. 1H NMR (CDCl3) δ 7.93 (d, J=9.6 Hz, 1H), 7.48-7.52 (m, 1H), 7.30-7.32 (m, 1H), 7.19-7.26 (m, 2H), 6.63 (d, J=3.7 Hz, 1H), 4.87 (d, J=9.6 Hz, 1H), 4.82 (s, 2H), 3.87-3.98 (m, 4H), 3.64-3.81 (m, 3H), 3.45-3.58 (m, 3H), 3.18 (br, 2H), 1.11 (s, 9H). RXN SMILES: C(C[CH2:4][NH:5][C:6](=[O:32])[C@@H:7]([NH:12][C:13]([N:15]1[C:19]2[CH2:20][CH2:21][O:22][CH2:23][C:18]=2[C:17]([C:24]2[CH:29]=[CH:28][C:27]([F:30])=[C:26]([F:31])[CH:25]=2)=[N:16]1)=[O:14])[C:8]([CH3:11])([CH3:10])[CH3:9])#N.[N:33]1([C:39]2[S:40][CH:41]=[CH:42][N:43]=2)[CH2:38]CN[CH2:35][CH2:34]1>>[F:31][C:26]1[CH:25]=[C:24]([C:17]2[C:18]3[CH2:23][O:22][CH2:21][CH2:20][C:19]=3[N:15]([C:13]([NH:12][C@@H:7]([C:8]([CH3:9])([CH3:10])[CH3:11])[C:6](=[O:32])[N:5]3[CH2:4][CH2:38][N:33]([C:39]4[S:40][CH:41]=[CH:42][N:43]=4)[CH2:34][CH2:35]3)=[O:14])[N:16]=2)[CH:29]=[CH:28][C:27]=1[F:30]. Starting materials: C(#N)CCNC([C@H](C(C)(C)C)NC(=O)N1N=C(C2=C1CCOC2)C2=CC(=C(C=C2)F)F)=O ((S)-N-(1-(2-cyanoethylamino)-3,3-dimethyl-1-oxobutan-2-yl)-3-(3,4-difluorophenyl)-6,7-dihydropyrano[4,3-c]pyrazole-1(4H)-carboxamide), N1(CCNCC1)C=1SC=CN1 (2-(piperazin-1-yl)thiazole). Product: FC=1C=C(C=CC1F)C=1C2=C(N(N1)C(=O)N[C@H](C(N1CCN(CC1)C=1SC=CN1)=O)C(C)(C)C)CCOC2 ((S)-3-(3,4-difluorophenyl)-N-(3,3-dimethyl-1-oxo-1-(4-(thiazol-2-yl)piperazin-1-yl)butan-2-yl)-6,7-dihydropyrano[4,3-c]pyrazole-1(4H)-carboxamide).